This data is from the Open Reaction Database (ORD), a public repository of structured organic reaction records. The task is: describe an organic reaction: reactants, conditions, products, and yield Starting materials: CC(=O)OCc1c(-c2cc(Nc3ccc(N4CCN(C5COC5)CC4)cn3)c(=O)n(C)c2)cc(F)cc1N1CCn2c(cc3c2CC(C)(C)C3)C1=O, [Li+], [OH-], O. Yields the product Cn1cc(-c2cc(F)cc(N3CCn4c(cc5c4CC(C)(C)C5)C3=O)c2CO)cc(Nc2ccc(N3CCN(C4COC4)CC3)cn2)c1=O. RXN SMILES: [C:1](=[O:2])([CH3:3])[O:4][CH2:5][c:6]1[c:7]([N:38]2[C:39](=[O:52])[c:40]3[cH:41][c:42]4[c:46]([n:47]3[CH2:48][CH2:49]2)[CH2:45][C:44]([CH3:50])([CH3:51])[CH2:43]4)[cH:8][c:9]([F:37])[cH:10][c:11]1-[c:12]1[cH:13][n:14]([CH3:36])[c:15](=[O:35])[c:16]([NH:18][c:19]2[n:20][cH:21][c:22]([N:25]3[CH2:26][CH2:27][N:28]([CH:31]4[CH2:32][O:33][CH2:34]4)[CH2:29][CH2:30]3)[cH:23][cH:24]2)[cH:17]1.[Li+:54].[OH-:53].[OH2:55]>>[OH:4][CH2:5][c:6]1[c:7]([N:38]2[C:39](=[O:52])[c:40]3[cH:41][c:42]4[c:46]([n:47]3[CH2:48][CH2:49]2)[CH2:45][C:44]([CH3:50])([CH3:51])[CH2:43]4)[cH:8][c:9]([F:37])[cH:10][c:11]1-[c:12]1[cH:13][n:14]([CH3:36])[c:15](=[O:35])[c:16]([NH:18][c:19]2[n:20][cH:21][c:22]([N:25]3[CH2:26][CH2:27][N:28]([CH:31]4[CH2:32][O:33][CH2:34]4)[CH2:29][CH2:30]3)[cH:23][cH:24]2)[cH:17]1. Reactants: CC1(OCCO1)C1=CC=C(O1)CN1N=CC(=C1)N (1-[5-(2-methyl-[1,3]dioxolan-2-yl)-furan-2-ylmethyl]-1H-pyrazol-4-ylamine), CC=1C=C(C=CC1C)C1=C(N=CO1)C(=O)O (5-(3,4-dimethyl-phenyl)-oxazole-4-carboxylic acid), 05b. Yields the product C(C)(=O)C1=CC=C(O1)CN1N=CC(=C1)NC(=O)C=1N=COC1C1=CC(=C(C=C1)C)C (5-(3,4-Dimethyl-phenyl)-oxazole-4-carboxylic acid [1-(5-acetyl-furan-2-ylmethyl)-1H-pyrazol-4-yl]-amide). Reaction SMILES: [CH3:1][C:2]1([C:7]2[O:11][C:10]([CH2:12][N:13]3[CH:17]=[C:16]([NH2:18])[CH:15]=[N:14]3)=[CH:9][CH:8]=2)[O:6]CCO1.[CH3:19][C:20]1[CH:21]=[C:22]([C:27]2[O:31][CH:30]=[N:29][C:28]=2[C:32](O)=[O:33])[CH:23]=[CH:24][C:25]=1[CH3:26]>>[C:2]([C:7]1[O:11][C:10]([CH2:12][N:13]2[CH:17]=[C:16]([NH:18][C:32]([C:28]3[N:29]=[CH:30][O:31][C:27]=3[C:22]3[CH:23]=[CH:24][C:25]([CH3:26])=[C:20]([CH3:19])[CH:21]=3)=[O:33])[CH:15]=[N:14]2)=[CH:9][CH:8]=1)(=[O:6])[CH3:1]. Reported procedure: Following general procedure B followed by T, starting from 1-[5-(2-methyl-[1,3]dioxolan-2-yl)-furan-2-ylmethyl]-1H-pyrazol-4-ylamine and 5-(3,4-dimethyl-phenyl)-oxazole-4-carboxylic acid. LC-MS-conditions 05b: tR=1.08 min; [M+H]+=405.12. Reactants: ClCCCBr, CCC(C)=O, CCOC(C)=O, [K+], [K+], O=C([O-])[O-], COC(=O)c1ccc(-c2ccc(O)cc2)cc1. Yields the product COC(=O)c1ccc(-c2ccc(OCCCCl)cc2)cc1. Reaction SMILES: [Br:24][CH2:25][CH2:26][CH2:27][Cl:28].[CH3:29][C:30](=[O:31])[CH2:32][CH3:33].[CH3:34][CH2:35][O:36][C:37](=[O:38])[CH3:39].[K+:18].[K+:19].[O-:20][C:21]([O-:22])=[O:23].[OH:1][c:2]1[cH:3][cH:4][c:5](-[c:8]2[cH:9][cH:10][c:11]([C:14](=[O:15])[O:16][CH3:17])[cH:12][cH:13]2)[cH:6][cH:7]1>>[O:1]([c:2]1[cH:3][cH:4][c:5](-[c:8]2[cH:9][cH:10][c:11]([C:14](=[O:15])[O:16][CH3:17])[cH:12][cH:13]2)[cH:6][cH:7]1)[CH2:25][CH2:26][CH2:27][Cl:28]. Reactants: C([O-])([O-])=O.[K+].[K+] (Potassium carbonate), BrCCCC1=CC=CC=C1 (1-bromo-3-phenylpropane), O.S.[Na] (Sodium hydrogen sulfide monohydrate), ClC1=NON=C1C=1C=NC=CC1 (3-(3-chloro-1,2,5-oxadiazol-4-yl)pyridine). Run in CN(C)C=O (DMF), O (Water). Reaction conditions: time 1 hour. The product is C1(=CC=CC=C1)CCCSC1=NON=C1C=1C=NC=CC1 (3-(3-(3-phenylpropylthio)-1,2,5-oxadiazol-4-yl)pyridine). Reaction SMILES: O.[SH2:2].[Na].Cl[C:5]1[C:9]([C:10]2[CH:11]=[N:12][CH:13]=[CH:14][CH:15]=2)=[N:8][O:7][N:6]=1.C(=O)([O-])[O-].[K+].[K+].Br[CH2:23][CH2:24][CH2:25][C:26]1[CH:31]=[CH:30][CH:29]=[CH:28][CH:27]=1>CN(C=O)C.O>[C:26]1([CH2:25][CH2:24][CH2:23][S:2][C:5]2[C:9]([C:10]3[CH:11]=[N:12][CH:13]=[CH:14][CH:15]=3)=[N:8][O:7][N:6]=2)[CH:31]=[CH:30][CH:29]=[CH:28][CH:27]=1 |f:0.1.2,4.5.6,^1:2|. Procedure: Sodium hydrogen sulfide monohydrate (0.74 g, 10.5 mmol) was added to a solution of 3-(3-chloro-1,2,5-oxadiazol-4-yl)pyridine (1.27, 7.0 mmol) in DMF (30 ml) at room temperature and the reaction mixture was stirred for 1 h. Potassium carbonate (2.0 g, 14.5 mmol) and 1-bromo-3-phenylpropane (2.4 g, 12 mmol) were added and the reaction mixture was stirred for additionally 24 h. Water (50 ml) was added and extracted with ether. The combined ether phases were dried and evaporated. Starting materials: NC1=C(C(=NC=N1)N[C@@H](C)C1=NN2C(C(N1C1=CC=CC=C1)=O)=C(C=C2)C)Br ((S)-2-(1-((6-Amino-5-bromopyrimidin-4-yl)amino)ethyl)-5-methyl-3-phenylpyrrolo[2,1-f][1,2,4]triazin-4(3H)-one), COC=1C=C(CB2OC(C(O2)(C)C)(C)C)C=CC1 (2-(3-methoxybenzyl)-4,4,5,5-tetramethyl-1,3,2-dioxaborolane), C([O-])([O-])=O.[Na+].[Na+] (sodium carbonate). Yields the product NC1=C(C(=NC=N1)N[C@@H](C)C1=NN2C(C(N1C1=CC=CC=C1)=O)=C(C=C2)C)CC2=CC(=CC=C2)OC ((S)-2-(1-((6-Amino-5-(3-methoxybenzyl)pyrimidin-4-yl)amino)ethyl)-5-methyl-3-phenylpyrrolo[2,1-f][1,2,4]triazin-4(3H)-one). The yield is 25.5%. Reaction SMILES: [NH2:1][C:2]1[N:7]=[CH:6][N:5]=[C:4]([NH:8][C@H:9]([C:11]2[N:16]([C:17]3[CH:22]=[CH:21][CH:20]=[CH:19][CH:18]=3)[C:15](=[O:23])[C:14]3=[C:24]([CH3:27])[CH:25]=[CH:26][N:13]3[N:12]=2)[CH3:10])[C:3]=1Br.[CH3:29][O:30][C:31]1[CH:32]=[C:33]([CH:44]=[CH:45][CH:46]=1)[CH2:34]B1OC(C)(C)C(C)(C)O1.C(=O)([O-])[O-].[Na+].[Na+]>>[NH2:1][C:2]1[N:7]=[CH:6][N:5]=[C:4]([NH:8][C@H:9]([C:11]2[N:16]([C:17]3[CH:22]=[CH:21][CH:20]=[CH:19][CH:18]=3)[C:15](=[O:23])[C:14]3=[C:24]([CH3:27])[CH:25]=[CH:26][N:13]3[N:12]=2)[CH3:10])[C:3]=1[CH2:34][C:33]1[CH:44]=[CH:45][CH:46]=[C:31]([O:30][CH3:29])[CH:32]=1 |f:2.3.4|. Procedure: (S)-2-(1-((6-Amino-5-bromopyrimidin-4-yl)amino)ethyl)-5-methyl-3-phenylpyrrolo[2,1-f][1,2,4]triazin-4(3H)-one (250 mg, 0.57 mmol) was treated with 2-(3-methoxybenzyl)-4,4,5,5-tetramethyl-1,3,2-dioxaborolane (211 mg, 0.85 mmol), sodium carbonate (2M, 1.28 mL, 2.56 mmol) and 1,1′-bis(diphenylphosphino)ferrocene-palladium(II)dichloride dichloromethane complex (70 mg, 0.09 mmol) according to the method described in Example 3 to give 70 mg (26% yield) of the title compound as a solid. Purity 100%. Yields the product Cc1ccc(-n2nccn2)c(C(=O)O)c1. As a reaction SMILES: [CH3:17][NH:18][CH:19]1[CH2:20][CH2:21][CH2:22][CH2:23][CH:24]1[NH:25][CH3:26].[Cu:33][I:34].[I:1][c:2]1[c:3]([C:4](=[O:5])[OH:6])[cH:7][c:8]([CH3:11])[cH:9][cH:10]1.[O:27]=[CH:28][N:29]([CH3:30])[CH3:31].[OH2:32].[nH:12]1[n:13][n:14][cH:15][cH:16]1>>[c:2]1(-[n:13]2[n:12][cH:16][cH:15][n:14]2)[c:3]([C:4](=[O:5])[OH:6])[cH:7][c:8]([CH3:11])[cH:9][cH:10]1. Starting materials: CNC1CCCCC1NC, [Cu]I, Cc1ccc(I)c(C(=O)O)c1, CN(C)C=O, O, c1c[nH]nn1. The reactants are CCO, O=[N+]([O-])c1ccccc1OCC(F)(F)F, O, O=[Pt]. Product: Nc1ccccc1OCC(F)(F)F. As a reaction SMILES: [CH3:19][CH2:20][OH:21].[F:1][C:2]([CH2:3][O:4][c:5]1[c:6]([N+:11]([O-:12])=[O:13])[cH:7][cH:8][cH:9][cH:10]1)([F:14])[F:15].[OH2:16].[Pt:17]=[O:18]>>[F:1][C:2]([CH2:3][O:4][c:5]1[c:6]([NH2:11])[cH:7][cH:8][cH:9][cH:10]1)([F:14])[F:15].